describe an organic reaction: reactants, conditions, products, and yield From a dataset of the Open Reaction Database (ORD), a public repository of structured organic reaction records. Starting materials: C(C)(C)(C)OC(=O)N1CC(C1)N1CC(C1)F (3-fluoro-[1,3′]biazetidinyl-1′-carboxylic acid tert-butyl ester). Solvent: C(Cl)Cl.C(=O)(C(F)(F)F)O (DCM TFA). Conditions: time 90 minute. Yields the product FC1CN(C1)C1CNC1 (3-Fluoro-[1,3′]biazetidinyl). Isolated yield 94.8%. RXN SMILES: C(OC([N:8]1[CH2:11][CH:10]([N:12]2[CH2:15][CH:14]([F:16])[CH2:13]2)[CH2:9]1)=O)(C)(C)C>C(Cl)Cl.C(O)(C(F)(F)F)=O>[F:16][CH:14]1[CH2:15][N:12]([CH:10]2[CH2:11][NH:8][CH2:9]2)[CH2:13]1 |f:1.2|. Reported procedure: A 25 mL round-bottomed flask was charged with a solution of 3-fluoro-[1,3′]biazetidinyl-1′-carboxylic acid tert-butyl ester (0.109 g, 0.47 mmol) in DCM/TFA (2 mL/2 mL). The reaction mixture was stirred for 90 min at room temperature. The reaction mixture was loaded onto an Isolute® SCX-2 cartridge. The cartridge was washed with MeOH and the desired product was eluted using 2 M NH3 in MeOH to give 3-Fluoro-[1,3′]biazetidinyl as a colourless oil (0.058 g, 94%). 1H NMR (CDCl3, 400 MHz) δ 5.14 (dp, ... Starting materials: ice, [Mg] (magnesium), O1CCCC1 (tetrahydrofurane), C(C=C)Cl (allyl chloride), C(C=C)Cl (allyl chloride), O1CCCC1 (tetrahydrofurane), C12C3CCCC3C(C(C1)=O)C2 (tricyclo [5,2,1,02,6 ] decan-8-one). Run in C(C)(=O)O (acetic acid). Reaction conditions: time 30 minute. The product is C(C=C)C1(C2C3CCCC3C(C1)C2)O (8-allyl-8-hydroxytricyclo [5,2,1,02,6 ] decane). As a reaction SMILES: [Mg].O1C[CH2:5][CH2:4][CH2:3]1.C(Cl)C=C.[CH:11]12[CH2:21][CH:17]([C:18](=[O:20])[CH2:19]1)[CH:16]1[CH:12]2[CH2:13][CH2:14][CH2:15]1>C(O)(=O)C>[CH2:5]([C:18]1([OH:20])[CH2:19][CH:11]2[CH2:21][CH:17]1[CH:16]1[CH:12]2[CH2:13][CH2:14][CH2:15]1)[CH:4]=[CH2:3]. Reported procedure: In a one litre reaction vessel, equipped with a stirrer, a cooler and a dropping funnel, 26.4 g magnesium, 100 g tetrahydrofurane and 1 g allyl chloride were heated to about 40° C. to start the reaction. A mixture of 76.5 g allyl chloride, 250 g tetrahydrofurane and 150 g tricyclo [5,2,1,02,6 ] decan-8-one was added in four hours, keeping the temperature at 35°-40° C. The reaction mixture was stirred for an additional 30 minutes and subsequently poured into a mixture of 600 g of ice and 80 g of ... Reactants: CC(C)(C)CCN1CCN(C(=O)OC(C)(C)C)CC1, COC(=O)c1ccc(CCC(=O)O)c(C)c1, CCN(C(C)C)C(C)C, O=C(Cl)C(=O)Cl, ClCCl, CN(C)C=O. The product is COC(=O)c1ccc(CCC(=O)N2CCN(CCC(C)(C)C)CC2)c(C)c1. Reaction SMILES: [C:23]([O:24][C:25](=[O:26])[N:30]1[CH2:31][CH2:32][N:33]([CH2:36][CH2:37][C:38]([CH3:39])([CH3:40])[CH3:41])[CH2:34][CH2:35]1)([CH3:27])([CH3:28])[CH3:29].[CH3:7][O:8][C:9]([c:10]1[cH:11][c:12]([CH3:21])[c:13]([CH2:16][CH2:17][C:18](=[O:19])[OH:20])[cH:14][cH:15]1)=[O:22].[CH:42]([N:43]([CH2:44][CH3:45])[CH:46]([CH3:47])[CH3:48])([CH3:49])[CH3:50].[Cl:1][C:2]([C:3]([Cl:4])=[O:5])=[O:6].[Cl:51][CH2:52][Cl:53].[O:54]=[CH:55][N:56]([CH3:57])[CH3:58]>>[CH3:7][O:8][C:9]([c:10]1[cH:11][c:12]([CH3:21])[c:13]([CH2:16][CH2:17][C:18](=[O:20])[N:30]2[CH2:31][CH2:32][N:33]([CH2:36][CH2:37][C:38]([CH3:39])([CH3:40])[CH3:41])[CH2:34][CH2:35]2)[cH:14][cH:15]1)=[O:22]. Starting materials: C(=C)OC=C (vinyl ether), C1=CC=CC=C1 (benzene). Product: C(C=CCCCCC)=O (octenal). Reaction SMILES: C([O:3][CH:4]=[CH2:5])=C.[CH:6]1[CH:11]=[CH:10][CH:9]=[CH:8][CH:7]=1>>[CH:4](=[O:5])[CH:3]=[CH:10][CH2:11][CH2:6][CH2:7][CH2:8][CH3:9]. Reported procedure: The above vinyl ether was dissolved in benzene (100 ml.) and the solution was refluxed for 120 hours under Argon. The solvent was removed at reduced pressure to give a yellow oil (~ 1.289 g.). This was chromatographed on 25 g. of silica gel and elution with 1:9 parts by volume of ether:petroleum ether (b.p. 30°-60°) gave 792 mg. of material. This was further purified by Kugelrohr distillation at 36°/0.5 mmHg to yield 3(S),7-dimethyl-4trans)octenal as a colorless oil, [α] D25 + 30.18° (c= 3.572, ... Reactants: O=C([O-])[O-], Cc1cc(N)cc(-c2cncs2)c1, Cc1nc(Cl)ncc1F, [Cs+], [Cs+]. Product: Cc1cc(Nc2ncc(F)c(C)n2)cc(-c2cncs2)c1. RXN SMILES: [C:23](=[O:24])([O-:25])[O-:26].[CH3:10][c:11]1[cH:12][c:13]([NH2:14])[cH:15][c:16](-[c:18]2[cH:19][n:20][cH:21][s:22]2)[cH:17]1.[Cl:1][c:2]1[n:3][cH:4][c:5]([F:9])[c:6]([CH3:8])[n:7]1.[Cs+:27].[Cs+:28]>>[c:2]1([NH:14][c:13]2[cH:12][c:11]([CH3:10])[cH:17][c:16](-[c:18]3[cH:19][n:20][cH:21][s:22]3)[cH:15]2)[n:3][cH:4][c:5]([F:9])[c:6]([CH3:8])[n:7]1. Starting materials: Cu(I) iodide, C([O-])([O-])=O.[K+].[K+] (potassium carbonate), Teflon, CCCCCCCCCCCC (dodecane), C(C)(C)(CC)O (tert-Amyl alcohol), C(CO)O (ethylene glycol), C(C)(C)C1=C(C=CC=C1)I (2-isopropyliodobenzene), C(C)(C)C1=C(C=CC=C1)S (2-isopropylbenzenethiol). Run in C(C)(=O)OCC (Ethyl acetate). Run at temperature 100 celsius, time 24 hour. Yields the product C(C)(C)C1=C(C=CC=C1)SC1=C(C=CC=C1)C(C)C (Di(2-isopropylphenyl) sulfide). Isolated yield 90.6%. As a reaction SMILES: C(=O)([O-])[O-].[K+].[K+].C(O)(CC)(C)C.C(O)CO.[CH:17]([C:20]1[CH:25]=[CH:24][CH:23]=[CH:22][C:21]=1I)([CH3:19])[CH3:18].[CH:27]([C:30]1[CH:35]=[CH:34][CH:33]=[CH:32][C:31]=1[SH:36])([CH3:29])[CH3:28].CCCCCCCCCCCC>C(OCC)(=O)C>[CH:17]([C:20]1[CH:25]=[CH:24][CH:23]=[CH:22][C:21]=1[S:36][C:31]1[CH:32]=[CH:33][CH:34]=[CH:35][C:30]=1[CH:27]([CH3:29])[CH3:28])([CH3:19])[CH3:18] |f:0.1.2|. Procedure details: Cu(I) iodide (38 mg, 0.2 mmol) and potassium carbonate (276 mg, 2.0 mmol) were charged into a screw-capped test tube with Teflon-lined septum. The tube was evacuated and backfilled with argon (3 cycles). tert-Amyl alcohol (2-methyl-2-butanol) (1.0 mL, bench grade solvent without degassing and pre-drying), ethylene glycol (111 μL, 2.0 mmol, bench grade solvent), 2-isopropyliodobenzene (246 mg, 1.0 mmol) and 2-isopropylbenzenethiol (90% purity, 202 μL, 1.2 mmol) were added by syringes at room temp... The reactants are NC1=CC=C(C=N1)OC1=CC=NC=2NC(N(CC21)CC2=CC=C(C=C2)OC)=O (5-[(6-aminopyridin-3-yl)oxy]-3-(4-methoxybenzyl)-3,4-dihydropyrido[2,3-d]pyrimidin-2(1H)-one), FC1=CC=C(C=C1)N1C(C(=CC=C1)C(=O)O)=O (1-(4-fluoro-phenyl)-2-oxo-1,2-dihydro-pyridine-3-carboxylic acid), C(C)(C)N(C(C)C)CC (N,N-diisopropylethylamine). The solvent is CN(C)C=O (DMF). The product is COC1=CC=C(CN2C(NC3=C(C2)C(=CC=N3)OC=3C=CC(=NC3)NC(=O)C=3C(N(C=CC3)C3=CC=C(C=C3)F)=O)=O)C=C1 (1-(4-Fluoro-phenyl)-2-oxo-1,2-dihydro-pyridine-3-carboxylic acid {5-[3-(4-methoxy-benzyl)-2-oxo-1,2,3,4-tetrahydro-pyrido[2,3-d]pyrimidin-5-yloxy]-pyridin-2-yl}-amide). Yield: 31.8%. RXN SMILES: [NH2:1][C:2]1[N:7]=[CH:6][C:5]([O:8][C:9]2[C:18]3[CH2:17][N:16]([CH2:19][C:20]4[CH:25]=[CH:24][C:23]([O:26][CH3:27])=[CH:22][CH:21]=4)[C:15](=[O:28])[NH:14][C:13]=3[N:12]=[CH:11][CH:10]=2)=[CH:4][CH:3]=1.[F:29][C:30]1[CH:35]=[CH:34][C:33]([N:36]2[CH:41]=[CH:40][CH:39]=[C:38]([C:42](O)=[O:43])[C:37]2=[O:45])=[CH:32][CH:31]=1.C(N(CC)C(C)C)(C)C>CN(C=O)C>[CH3:27][O:26][C:23]1[CH:24]=[CH:25][C:20]([CH2:19][N:16]2[CH2:17][C:18]3[C:9]([O:8][C:5]4[CH:4]=[CH:3][C:2]([NH:1][C:42]([C:38]5[C:37](=[O:45])[N:36]([C:33]6[CH:32]=[CH:31][C:30]([F:29])=[CH:35][CH:34]=6)[CH:41]=[CH:40][CH:39]=5)=[O:43])=[N:7][CH:6]=4)=[CH:10][CH:11]=[N:12][C:13]=3[NH:14][C:15]2=[O:28])=[CH:21][CH:22]=1. Procedure details: A solution of 5-[(6-aminopyridin-3-yl)oxy]-3-(4-methoxybenzyl)-3,4-dihydropyrido[2,3-d]pyrimidin-2(1H)-one (100.00 mg; 0.26 mmol; 1.00 eq.), 1-(4-fluoro-phenyl)-2-oxo-1,2-dihydro-pyridine-3-carboxylic acid (67.97 mg; 0.29 mmol; 1.10 eq.), pybop (179.26 mg; 0.34 mmol; 1.30 eq.), DMF (4.00 ml), and N,N-diisopropylethylamine (0.13 μl; 0.79 mmol; 3.00 eq.) was stirred at room temperature under N2 for 14 hours. The reaction was concentrated, redissolved in DMSO, and purified via prep HPLC to afford 4...